describe an organic reaction: reactants, conditions, products, and yield From a dataset of the Open Reaction Database (ORD), a public repository of structured organic reaction records. The reactants are CC([O-])=S, CN(C)C=O, Cl, [K+], Cc1ccc(S(=O)(=O)OCCC(F)(F)C(F)(F)C(F)(F)C(F)(F)F)cc1. Product: CC(=S)OCCC(F)(F)C(F)(F)C(F)(F)C(F)(F)F. RXN SMILES: [C:27]([CH3:28])(=[S:29])[O-:30].[CH3:33][N:34]([CH3:35])[CH:36]=[O:37].[ClH:32].[K+:31].[c:1]1([CH3:2])[cH:3][cH:4][c:5]([S:6](=[O:7])(=[O:8])[O:10][CH2:11][CH2:12][C:13]([C:14]([C:15]([C:16]([F:17])([F:18])[F:19])([F:20])[F:21])([F:22])[F:23])([F:24])[F:25])[cH:9][cH:26]1>>[O:10]([CH2:11][CH2:12][C:13]([C:14]([C:15]([C:16]([F:17])([F:18])[F:19])([F:20])[F:21])([F:22])[F:23])([F:24])[F:25])[C:27]([CH3:28])=[S:29]. Reactants: [BH4-].[Na+] (sodium borohydride), COC1=CC=CC2=C1C(C2)=O (6-methoxybenzocyclobutan-1-one). Solvent: CO (methanol). Reaction conditions: temperature 0 celsius. Product: COC1=CC=CC2=C1C(C2)O (6-Methoxybenzocyclobutan-1-ol). Yield: 67.0%. RXN SMILES: [BH4-].[Na+].[CH3:3][O:4][C:5]1[C:10]2[C:11](=[O:13])[CH2:12][C:9]=2[CH:8]=[CH:7][CH:6]=1>CO>[CH3:3][O:4][C:5]1[C:10]2[CH:11]([OH:13])[CH2:12][C:9]=2[CH:8]=[CH:7][CH:6]=1 |f:0.1|. Reported procedure: 13.21 g (0.35 mol) of sodium borohydride are added in small fractions to a solution, maintained at 0° C., of 42.8 g (0.29 mol) of 6-methoxybenzocyclobutan-1-one in 1.5 liters of methanol. The temperature is maintained at 0° C. for 2 hours. After returning to room temperature, the reaction mixture is evaporated to dryness and then taken up in water. The aqueous phase is extracted several times with ethyl acetate. The organic phases are combined, washed with brine, dried over MgSO4, filtered and e... Starting materials: CC1=C(C(=C(C(=C1C)OC)N)N)OC (2,3-dimethyl-5,6-diamino-1,4-dimethoxybenzene), Cl.COC(C=CC1=CC(=C(C=C1)OC)OC)=N (methyl-(3,4-dimethoxy)-cinnamoimidate hydrochloride). Solvent: CO (methanol). Run at time 18 hour. Yields the product COC=1C=C(C=CC1OC)C=CC1=NC2=C(N1)C(=C(C(=C2OC)C)C)OC (2-[2-(3,4-Dimethoxyphenyl)-vinyl]-4,7-dimethoxy-5,6-dimethyl-1H-benzoimidazole). Yield: 57.0%. As a reaction SMILES: [CH3:1][C:2]1[C:7]([CH3:8])=[C:6]([O:9][CH3:10])[C:5]([NH2:11])=[C:4]([NH2:12])[C:3]=1[O:13][CH3:14].Cl.CO[C:18](=N)[CH:19]=[CH:20][C:21]1[CH:26]=[CH:25][C:24]([O:27][CH3:28])=[C:23]([O:29][CH3:30])[CH:22]=1>CO>[CH3:30][O:29][C:23]1[CH:22]=[C:21]([CH:20]=[CH:19][C:18]2[NH:12][C:4]3[C:3]([O:13][CH3:14])=[C:2]([CH3:1])[C:7]([CH3:8])=[C:6]([O:9][CH3:10])[C:5]=3[N:11]=2)[CH:26]=[CH:25][C:24]=1[O:27][CH3:28] |f:1.2|. Reported procedure: A mixture of 2,3-dimethyl-5,6-diamino-1,4-dimethoxybenzene (2.57 g; 10 mmol) and methyl-(3,4-dimethoxy)-cinnamoimidate hydrochloride (1.96 g; 10 mmol) in methanol (35 mL) was stirred at ambient temperature for 18 hours. The methanol solution was concentrated to 15 mL. The yellow precipitate was separated by filtration. Recrystallization from MeOH afforded 2.1 g (58% yield) of the title compound as yellow solid, m.p. 116-119° C. Anal. Calcd. for C21H24N2O4: C, 66.46, H, 6.57; N, 7.60. Found: C, 6... The reactants are C[S-], C[S-], CS(C)=O, CC(C)c1cc(-c2ccc(F)c3ccccc23)nc(N)n1, [Na+], O. The product is CSc1ccc(-c2cc(C(C)C)nc(N)n2)c2ccccc12. Reaction SMILES: [CH3:22][S-:23].[CH3:25][S-:26].[CH3:28][S:29](=[O:30])[CH3:31].[NH2:1][c:2]1[n:3][c:4]([CH:19]([CH3:20])[CH3:21])[cH:5][c:6](-[c:8]2[cH:9][cH:10][c:11]([F:18])[c:12]3[cH:13][cH:14][cH:15][cH:16][c:17]23)[n:7]1.[Na+:24].[OH2:27]>>[NH2:1][c:2]1[n:3][c:4]([CH:19]([CH3:20])[CH3:21])[cH:5][c:6](-[c:8]2[cH:9][cH:10][c:11]([S:23][CH3:22])[c:12]3[cH:13][cH:14][cH:15][cH:16][c:17]23)[n:7]1.